Dataset: the Open Reaction Database (ORD), a public repository of structured organic reaction records. Task: describe an organic reaction: reactants, conditions, products, and yield Procedure details: In close analogy to the procedure described in Example 1, 6-bromo-pyrazolo[1,5-a]pyrimidine-2-carboxylic acid is reacted with 1-Methyl-7-pyridin-4-yl-1,2,3,4-tetrahydro-isoquinoline to provide the title compound in moderate yield. The reactants are BrC=1C=NC=2N(C1)N=C(C2)C(=O)O (6-bromo-pyrazolo[1,5-a]pyrimidine-2-carboxylic acid), CC1NCCC2=CC=C(C=C12)C1=CC=NC=C1 (1-Methyl-7-pyridin-4-yl-1,2,3,4-tetrahydro-isoquinoline). Product: BrC=1C=NC=2N(C1)N=C(C2)C(=O)N2CC1=CC(=CC=C1CC2)C2=CC=NC=C2 ((6-Bromo-pyrazolo[1,5-a]pyrimidin-2-yl)-(7-pyridin-4-yl-3,4-dihydro-1H-isoquinolin-2-yl)-methanone). As a reaction SMILES: [Br:1][C:2]1[CH:3]=[N:4][C:5]2[N:6]([N:8]=[C:9]([C:11]([OH:13])=O)[CH:10]=2)[CH:7]=1.C[CH:15]1[C:24]2[C:19](=[CH:20][CH:21]=[C:22]([C:25]3[CH:30]=[CH:29][N:28]=[CH:27][CH:26]=3)[CH:23]=2)[CH2:18][CH2:17][NH:16]1>>[Br:1][C:2]1[CH:3]=[N:4][C:5]2[N:6]([N:8]=[C:9]([C:11]([N:16]3[CH2:17][CH2:18][C:19]4[C:24](=[CH:23][C:22]([C:25]5[CH:30]=[CH:29][N:28]=[CH:27][CH:26]=5)=[CH:21][CH:20]=4)[CH2:15]3)=[O:13])[CH:10]=2)[CH:7]=1. Reactants: C1=CC=CC=2C3=CC=CC=C3NC12 (carbazole), ClCCl (dichloromethane), Cl (HCl), ClC(=O)OCC (ethyl chloroformate). The solvent is C(C)N(CC)CC (triethylamine). Run at time 16 hour. Product: C(C)OC(=O)N1C2=CC=CC=C2C=2C=CC=CC12 (carbazole-9-carboxylic acid ethyl ester). Yield: 23.6%. As a reaction SMILES: [CH:1]1[C:13]2[NH:12][C:11]3[C:6](=[CH:7][CH:8]=[CH:9][CH:10]=3)[C:5]=2[CH:4]=[CH:3][CH:2]=1.ClCCl.Cl[C:18]([O:20][CH2:21][CH3:22])=[O:19].Cl>C(N(CC)CC)C>[CH2:21]([O:20][C:18]([N:12]1[C:11]2[CH:10]=[CH:9][CH:8]=[CH:7][C:6]=2[C:5]2[C:13]1=[CH:1][CH:2]=[CH:3][CH:4]=2)=[O:19])[CH3:22]. Reported procedure: An argon filled RB flask containing carbazole (0.500 g, 2.99 mmol) at 0° C. was treated with dichloromethane (12.5 mL) and triethylamine (2.5 mL), followed by slow addition of ethyl chloroformate (0.59 mL, 5.98 mmol). The mixture was stirred at ambient temperature for 16 h, poured into 25 mL of 2N HCl, and extracted with chloroform. The organic portion was washed with saturated aqueous NaHCO3 and brine, dried (Na2SO4) and concentrated. The crude product was treated with methanol (4 mL) and filte... Reactants: COc1ccccc1-c1cc(C=O)cc2c1OCO2, O=C(OO)c1cccc(Cl)c1, ClCCl. Yields the product COc1ccccc1-c1cc(O)cc2c1OCO2. Reaction SMILES: [CH3:1][O:2][c:3]1[c:4](-[c:9]2[cH:10][c:11]([CH:12]=[O:13])[cH:14][c:15]3[c:16]2[O:17][CH2:18][O:19]3)[cH:5][cH:6][cH:7][cH:8]1.[Cl:20][c:21]1[cH:22][cH:23][cH:24][c:25]([C:26]([O:27][OH:29])=[O:28])[cH:30]1.[Cl:31][CH2:32][Cl:33]>>[CH3:1][O:2][c:3]1[c:4](-[c:9]2[cH:10][c:11]([OH:28])[cH:14][c:15]3[c:16]2[O:17][CH2:18][O:19]3)[cH:5][cH:6][cH:7][cH:8]1. Reactants: C(C1=CC=CC=C1)(=O)OC1(C(N(C2=CC=C(C=C12)C)CC)=O)CC1=CC(=C(C(=C1)OC)OC)OC (1-ethyl-5-methyl-2-oxo-3-(3,4,5-trimethoxybenzyl)indolin-3-yl benzoate), C(C1=CC=CC=C1)(=O)OC1C(N(C2=CC=C(C=C12)Cl)CCC1=CC=CC=C1)=O (5-chloro-2-oxo-1-phenethylindolin-3-yl benzoate). Product: C(C1=CC=CC=C1)(=O)OC1(C(N(C2=CC=C(C=C12)Cl)CCC1=CC=CC=C1)=O)CC1=CC(=C(C(=C1)OC)OC)OC (5-chloro-2-oxo-1-phenethyl-3-(3,4,5-trimethoxybenzyl)indolin-3-yl benzoate). RXN SMILES: C(OC1([CH2:23][C:24]2[CH:29]=[C:28]([O:30][CH3:31])[C:27]([O:32][CH3:33])=[C:26]([O:34][CH3:35])[CH:25]=2)C2C(=CC=C(C)C=2)N(CC)C1=O)(=O)C1C=CC=CC=1.[C:36]([O:44][CH:45]1[C:53]2[C:48](=[CH:49][CH:50]=[C:51]([Cl:54])[CH:52]=2)[N:47]([CH2:55][CH2:56][C:57]2[CH:62]=[CH:61][CH:60]=[CH:59][CH:58]=2)[C:46]1=[O:63])(=[O:43])[C:37]1[CH:42]=[CH:41][CH:40]=[CH:39][CH:38]=1>>[C:36]([O:44][C:45]1([CH2:23][C:24]2[CH:25]=[C:26]([O:34][CH3:35])[C:27]([O:32][CH3:33])=[C:28]([O:30][CH3:31])[CH:29]=2)[C:53]2[C:48](=[CH:49][CH:50]=[C:51]([Cl:54])[CH:52]=2)[N:47]([CH2:55][CH2:56][C:57]2[CH:58]=[CH:59][CH:60]=[CH:61][CH:62]=2)[C:46]1=[O:63])(=[O:43])[C:37]1[CH:42]=[CH:41][CH:40]=[CH:39][CH:38]=1. Procedure: This compound was made in an analogous fashion to 1-ethyl-5-methyl-2-oxo-3-(3,4,5-trimethoxybenzyl)indolin-3-yl benzoate using 5-chloro-2-oxo-1-phenethylindolin-3-yl benzoate. Reactants: C(CCCC)C1=CC=C(C=C1)O (p-n-pentylphenol), BrBr (bromine). Run in C(C)(=O)O (acetic acid). Product: BrC1=C(C=CC(=C1)CCCCC)O (2-bromo-4-n-pentylphenol). The yield is 89.4%. RXN SMILES: [CH2:1]([C:6]1[CH:11]=[CH:10][C:9]([OH:12])=[CH:8][CH:7]=1)[CH2:2][CH2:3][CH2:4][CH3:5].[Br:13]Br>C(O)(=O)C>[Br:13][C:10]1[CH:11]=[C:6]([CH2:1][CH2:2][CH2:3][CH2:4][CH3:5])[CH:7]=[CH:8][C:9]=1[OH:12]. Procedure details: 24.6 g (0.15 mol) of p-n-pentylphenol was reacted with 24.5 g (0.153 mol) bromine in glacial acetic acid to yield 32.6 g of 2-bromo-4-n-pentylphenol by vacuum distillation or a yield of 89.5%.